This data is from the Open Reaction Database (ORD), a public repository of structured organic reaction records. The task is: describe an organic reaction: reactants, conditions, products, and yield Reactants: [Br-].C(C1=CC=CC=C1)[N+]1=C(C(=CC=C1)O)C1=CC=CC=C1 (N-benzyl-3-hydroxy-2-phenylpyridinium bromide), C(C=C)(=O)OC(C)(C)C (tert-butyl acrylate), C(C1=CC=CC=C1)N1[C@@]2(C(C=C[C@H]1[C@@H](C2)C(=O)OC(C)(C)C)=O)C2=CC=CC=C2 ((1R*,5S*,6R*)-8-benzyl-6-(tert-butoxycarbonyl)-1-phenyl-8-azabicyclo[3.2.1]oct-3-en-2-one), C(C1=CC=CC=C1)N1[C@@]2(C(C=C[C@H]1[C@H](C2)C(=O)OC(C)(C)C)=O)C2=CC=CC=C2 ((1R*,5S*,6S*)-8-benzyl-6-(tert-butoxycarbonyl)-1-phenyl-8-azabicyclo[3.2.1]oct-3-en-2-one), C(=O)(O)[O-].[Na+] (NaHCO3). Solvent: O1CCOCC1 (1,4-dioxane), C(C)N(CC)CC (triethylamine). Product: C(C1=CC=CC=C1)N1[C@@]2(C(C=C[C@H]1C(C2)C(=O)OC(C)(C)C)=O)C2=CC=CC=C2 ((1R*,5S*,6RS)-8-Benzyl-6-(tert-butoxycarbonyl)-1-phenyl-8-azabicyclo[3.2.1]oct-3-en-2-one). RXN SMILES: [Br-].C([N+]1C=CC=C(O)C=1C1C=CC=CC=1)C1C=CC=CC=1.C(OC(C)(C)C)(=O)C=C.C([O-])(O)=O.[Na+].[CH2:36]([N:43]1[C@@H:48]2[C@H:49]([C:51]([O:53][C:54]([CH3:57])([CH3:56])[CH3:55])=[O:52])[CH2:50][C@@:44]1([C:59]1[CH:64]=[CH:63][CH:62]=[CH:61][CH:60]=1)[C:45](=[O:58])[CH:46]=[CH:47]2)[C:37]1[CH:42]=[CH:41][CH:40]=[CH:39][CH:38]=1.C(N1[C@@H]2[C@@H](C(OC(C)(C)C)=O)C[C@@]1(C1C=CC=CC=1)C(=O)C=C2)C1C=CC=CC=1>O1CCOCC1.C(N(CC)CC)C>[CH2:36]([N:43]1[C@@H:48]2[CH:49]([C:51]([O:53][C:54]([CH3:57])([CH3:56])[CH3:55])=[O:52])[CH2:50][C@@:44]1([C:59]1[CH:60]=[CH:61][CH:62]=[CH:63][CH:64]=1)[C:45](=[O:58])[CH:46]=[CH:47]2)[C:37]1[CH:38]=[CH:39][CH:40]=[CH:41][CH:42]=1 |f:0.1,3.4|. Procedure: A mixture of N-benzyl-3-hydroxy-2-phenylpyridinium bromide (255 g, 0.745 mol), tert-butyl acrylate (470 ml), triethylamine (150 ml) and 1,4-dioxane (1 l) was heated at reflux for 15 hours and cooled to room temperature. The reaction mixture was poured onto saturated aqueous NaHCO3 (1 l) and extracted into an 1:1 mixture of iso-hexane:diethyl ether (3×500 ml). The combined organic extracts were dried (Na2SO4) and concentrated. The residue was purified by chromatography on silica gel (750 g, iso-h... Reactants: CSC1=Nc2ccccc2N(C)c2cscc21, CC(=O)O, CCO, OCCN1CCNCC1, O=C(O)C=CC(=O)O, Cc1ccccc1C. The product is CN1c2ccccc2N=C(N2CCN(CCO)CC2)c2cscc21. Reaction SMILES: [CH3:1][N:2]1[c:3]2[c:4]([cH:15][s:16][cH:17]2)[C:5]([S:13][CH3:14])=[N:6][c:7]2[c:8]1[cH:9][cH:10][cH:11][cH:12]2.[CH3:27][C:28](=[O:29])[OH:30].[CH3:39][CH2:40][OH:41].[OH:18][CH2:19][CH2:20][N:21]1[CH2:22][CH2:23][NH:24][CH2:25][CH2:26]1.[OH:31][C:32]([CH:33]=[CH:34][C:35](=[O:36])[OH:37])=[O:38].[c:42]1([CH3:43])[c:44]([CH3:45])[cH:46][cH:47][cH:48][cH:49]1>>[CH3:1][N:2]1[c:3]2[c:4]([cH:15][s:16][cH:17]2)[C:5]([N:24]2[CH2:23][CH2:22][N:21]([CH2:20][CH2:19][OH:18])[CH2:26][CH2:25]2)=[N:6][c:7]2[c:8]1[cH:9][cH:10][cH:11][cH:12]2. Starting materials: NC(CNC(OC(C)(C)C)=O)(C(F)(F)F)C (rac-tert-Butyl (2-amino-3,3,3-trifluoro-2-methylpropyl)carbamate), Cl (hydrogen chloride). Run in O1CCOCC1 (dioxane), O1CCOCC1 (dioxane). Conditions: time 16 hour. Product: Cl.Cl.FC(C(CN)(N)C)(F)F (rac-3,3,3-Trifluoro-2-methylpropane-1,2-diamine dihydrochloride). Reaction SMILES: [NH2:1][C:2]([CH3:16])([C:12]([F:15])([F:14])[F:13])[CH2:3][NH:4]C(=O)OC(C)(C)C.[ClH:17]>O1CCOCC1>[ClH:17].[ClH:17].[F:13][C:12]([F:15])([F:14])[C:2]([CH3:16])([NH2:1])[CH2:3][NH2:4] |f:3.4.5|. Reported procedure: 15 g (61.9 mmol) of rac-tert-butyl (2-amino-3,3,3-trifluoro-2-methylpropyl)carbamate from Example 51A in dioxane (188 ml) were admixed with 188 ml of 4 M hydrogen chloride in dioxane. The reaction mixture was stirred at RT for 16 h, then concentrated and stored under argon. This gave 14.4 g (108% of theory) of the target compound, which was not purified any further. As a reaction SMILES: Cl[CH:2]([CH2:6][CH:7]=O)[C:3](=[O:5])[CH3:4].[CH:9]([NH2:11])=[O:10]>C(O)=O>[CH3:7][C:6]1[N:11]=[CH:9][O:10][C:2]=1[C:3](=[O:5])[CH3:4]. The solvent is C(=O)O (formic acid). Starting materials: Formula XVI, ClC(C(C)=O)CC=O (3-chloro-2,5-pentanedione), C(=O)N (formamide). Procedure details: Scheme IX illustrates the synthesis of compounds represented by Formula XVI. Reaction of a mixture of 3-chloro-2,5-pentanedione and formamide in refluxing formic acid yields 4-methyl-5-acetyloxazole. Reaction of the sodium salt of 4-methyl-5-acetyloxazole and diethyl oxalate in ethanol affords the corresponding ketoacetate. Reaction of the ketoacetate with hydrazine in refluxing ethanol yields 3-ethoxycarbonyl-5-[4-(methyl)oxazol-5-yl]pyrazole which is alkylated to yield isomers XXIIa and XXIIb.... Yields the product CC=1N=COC1C(C)=O (4-methyl-5-acetyloxazole). The product is [N-]=[N+]=NCCCc1ccco1. RXN SMILES: [Br:1][CH2:2][CH2:3][CH2:4][c:5]1[o:6][cH:7][cH:8][cH:9]1.[N-:11]=[N+:12]=[N-:13].[Na+:10].[O:15]=[CH:16][N:17]([CH3:18])[CH3:19].[OH2:14]>>[CH2:2]([CH2:3][CH2:4][c:5]1[o:6][cH:7][cH:8][cH:9]1)[N:11]=[N+:12]=[N-:13]. The reactants are BrCCCc1ccco1, [N-]=[N+]=[N-], [Na+], CN(C)C=O, O. Starting materials: BrC=1C=C(C=CC1F)[N+](=O)[O-] (3-bromo-4-fluoronitrobenzene), C(CCC)[Sn](C(=C)OCC)(CCCC)CCCC (tributyl(1-ethoxyvinyl)tin). The reagents and catalysts are C=1C=CC(=CC1)[P](C=2C=CC=CC2)(C=3C=CC=CC3)[Pd]([P](C=4C=CC=CC4)(C=5C=CC=CC5)C=6C=CC=CC6)([P](C=7C=CC=CC7)(C=8C=CC=CC8)C=9C=CC=CC9)[P](C=1C=CC=CC1)(C=1C=CC=CC1)C=1C=CC=CC1 (tetrakis(triphenylphosphine)palladium(0)). The solvent is C1(=CC=CC=C1)C (toluene). Reaction conditions: temperature 110 celsius, time 40 minute. Product: FC1=C(C=C(C=C1)[N+](=O)[O-])C(C)=O (1-(2-fluoro-5-nitro-phenyl)-ethanone). As a reaction SMILES: Br[C:2]1[CH:3]=[C:4]([N+:9]([O-:11])=[O:10])[CH:5]=[CH:6][C:7]=1[F:8].C([Sn](CCCC)(CCCC)[C:17]([O:19]CC)=[CH2:18])CCC>C1(C)C=CC=CC=1.C1C=CC([P]([Pd]([P](C2C=CC=CC=2)(C2C=CC=CC=2)C2C=CC=CC=2)([P](C2C=CC=CC=2)(C2C=CC=CC=2)C2C=CC=CC=2)[P](C2C=CC=CC=2)(C2C=CC=CC=2)C2C=CC=CC=2)(C2C=CC=CC=2)C2C=CC=CC=2)=CC=1>[F:8][C:7]1[CH:6]=[CH:5][C:4]([N+:9]([O-:11])=[O:10])=[CH:3][C:2]=1[C:17](=[O:19])[CH3:18] |^1:40,42,61,80|. Reported procedure: To a solution of 3-bromo-4-fluoronitrobenzene (696 mg, 3.16 mmol) and tributyl(1-ethoxyvinyl)tin (1.07 ml, 3.5 mmol) in 10 mL toluene, was added tetrakis(triphenylphosphine)palladium(0) (183 mg, 016 mmol). The mixture was purged with argon for 3 minutes, and then heated to 110° C. under argon for 2 days. The reaction mixture was cooled to room temperature, 3 mL 1 N HCl was added and stirred at room temperature for 40 minutes. Workup followed by column chromatographic purification (silica 10%-30%... Reactants: [Cl-].[Al+3].[Cl-].[Cl-] (aluminum chloride), C1(=CC=CC=C1)C(C1=CC=CC=C1)OC(=S)C1=C(CS[C@H]2N1C([C@H]2NC(\C(=N/OC(C2=CC=CC=C2)(C2=CC=CC=C2)C2=CC=CC=C2)\C=2N=C(SC2)NC(=O)OC(C)(C)C)=O)=O)CSC2=NN=NN2C (7β-[(Z)-2-(2-t-butoxycarbonylaminothiazol-4-yl)-2-trityloxyiminoacetyl]amino-3-(1-methyl-5-tetrazolyl)thiomethylthio-3-cephem-4-carboxylic acid diphenylmethyl ester). Run in C1(=CC=CC=C1)OC (anisole), C1(=CC=CC=C1)OC (anisole), [N+](=O)([O-])C (nitromethane), Cl (hydrochloric acid), O (water). Reaction conditions: time 1 hour. The product is NC=1SC=C(N1)/C(/C(=O)N[C@H]1[C@@H]2N(C(=C(CS2)CSC2=NN=NN2C)C(=S)O)C1=O)=N/O (7β-[(Z)-2-(2-aminothiazol-4-yl)-2-hydroxyiminoacetyl]amino-3-(1-methyl-5-tetrazolyl)thiomethylthio-3-cephem-4-carboxylic acid). The yield is 70.2%. As a reaction SMILES: C1(C([O:14][C:15]([C:17]2[N:22]3[C:23](=[O:63])[C@@H:24]([NH:25][C:26](=[O:62])/[C:27](/[C:49]4[N:50]=[C:51]([NH:54]C(OC(C)(C)C)=O)[S:52][CH:53]=4)=[N:28]\[O:29]C(C4C=CC=CC=4)(C4C=CC=CC=4)C4C=CC=CC=4)[C@H:21]3[S:20][CH2:19][C:18]=2[CH2:64][S:65][C:66]2[N:70]([CH3:71])[N:69]=[N:68][N:67]=2)=[S:16])C2C=CC=CC=2)C=CC=CC=1.[Cl-].[Al+3].[Cl-].[Cl-]>C1(OC)C=CC=CC=1.[N+](C)([O-])=O.Cl.O>[NH2:54][C:51]1[S:52][CH:53]=[C:49](/[C:27](=[N:28]/[OH:29])/[C:26]([NH:25][C@@H:24]2[C:23](=[O:63])[N:22]3[C:17]([C:15]([OH:14])=[S:16])=[C:18]([CH2:64][S:65][C:66]4[N:70]([CH3:71])[N:69]=[N:68][N:67]=4)[CH2:19][S:20][C@H:21]23)=[O:62])[N:50]=1 |f:1.2.3.4|. Reported procedure: To a solution of 7β-[(Z)-2-(2-t-butoxycarbonylaminothiazol-4-yl)-2-trityloxyiminoacetyl]amino-3-(1-methyl-5-tetrazolyl)thiomethylthio-3-cephem-4-carboxylic acid diphenylmethyl ester (576 mg: 0.555 mMol.) in a mixture of anisole (2 ml) and nitromethane (8 ml) cooling at -30° to -40° C. is added a solution of aluminum chloride (591 mg: 4.44 mMol.) in anisole (2 ml), and the mixture is stirred at -30° to -40° C. for 1 hour. The reaction mixture is diluted with 1N-hydrochloric acid (5 ml) and water ... Reactants: C1CCOC1, Cl, CC(C)(C)OC(=O)N1CCNCC1, C1COCCO1, O, N#C[S-]. Yields the product CC(C)(C)OC(=O)N1CCN(C(N)=S)CC1. Reaction SMILES: [CH2:24]1[O:25][CH2:26][CH2:27][CH2:28]1.[ClH:14].[N:1]1([C:7](=[O:8])[O:9][C:10]([CH3:11])([CH3:12])[CH3:13])[CH2:2][CH2:3][NH:4][CH2:5][CH2:6]1.[O:15]1[CH2:16][CH2:17][O:18][CH2:19][CH2:20]1.[OH2:29].[S-:21][C:22]#[N:23]>>[N:1]1([C:7](=[O:8])[O:9][C:10]([CH3:11])([CH3:12])[CH3:13])[CH2:2][CH2:3][N:4]([C:22](=[S:21])[NH2:23])[CH2:5][CH2:6]1.